This data is from the Open Reaction Database (ORD), a public repository of structured organic reaction records. The task is: describe an organic reaction: reactants, conditions, products, and yield The reactants are ClC(=O)OC=C (vinyl chloroformate), C(C1=CC=CC=C1)N1CC2C(C1)C(CCS2(=O)=O)(C2=CC=CC=C2)C2=CC=CC=C2 ((4aRS,7aRS)-6-benzyl-4,4-diphenylperhydrothiopyrano[2,3-c]pyrrole 1,1-dioxide). Run in ClCCCl (1,2-dichloroethane). Yields the product C1(=CC=CC=C1)C1(CCS(C2CN(CC21)C(=O)OC=C)(=O)=O)C2=CC=CC=C2 ((4aRS,7aRS)-4,4-diphenyl-6-vinyloxycarbonylperhydrothiopyrano[2,3-c]pyrrole 1,1-dioxide). Reaction SMILES: Cl[C:2]([O:4][CH:5]=[CH2:6])=[O:3].C([N:14]1[CH2:18][CH:17]2[C:19]([C:31]3[CH:36]=[CH:35][CH:34]=[CH:33][CH:32]=3)([C:25]3[CH:30]=[CH:29][CH:28]=[CH:27][CH:26]=3)[CH2:20][CH2:21][S:22](=[O:24])(=[O:23])[CH:16]2[CH2:15]1)C1C=CC=CC=1>ClCCCl>[C:31]1([C:19]2([C:25]3[CH:30]=[CH:29][CH:28]=[CH:27][CH:26]=3)[CH:17]3[CH:16]([CH2:15][N:14]([C:2]([O:4][CH:5]=[CH2:6])=[O:3])[CH2:18]3)[S:22](=[O:23])(=[O:24])[CH2:21][CH2:20]2)[CH:32]=[CH:33][CH:34]=[CH:35][CH:36]=1. Procedure details: 0.16 cm3 of vinyl chloroformate is added to a solution of 0.7 g of (4aRS,7aRS)-6-benzyl-4,4-diphenylperhydrothiopyrano[2,3-c]pyrrole 1,1-dioxide in 10 cm3 of 1,2-dichloroethane. The mixture is refluxed for 2 hours and then concentrated to dryness under reduced pressure (2.7 kPa) at 50° C. The crystalline solid is washed with ethyl ether, drained and then dried. 0.58 g of (4aRS,7aRS)-4,4-diphenyl-6-vinyloxycarbonylperhydrothiopyrano[2,3-c]pyrrole 1,1-dioxide is obtained in the form of white cryst... Reactants: O (water), C(=O)([O-])[O-].[K+].[K+] (K2CO3), COC(C(C(=O)OC)=CC1=CC=C(C=C1)O)=O (4-hydroxybenzylidene-malonic acid dimethyl ester), COC1=CC=C(CCl)C=C1 (4-methyoxybenzyl chloride). Solvent: CN(C)C=O (DMF). Reaction conditions: time 8 hour. Yields the product COC(C(C(=O)OC)=CC1=CC=C(C=C1)OCC1=CC(=CC=C1)OC)=O (2-[4-(3-Methoxy-benzyloxy)-benzylidene]-malonic acid dimethyl ester). RXN SMILES: [C:1]([O-:4])([O-])=O.[K+].[K+].[CH3:7][O:8][C:9](=[O:23])[C:10](=[CH:15][C:16]1[CH:21]=[CH:20][C:19]([OH:22])=[CH:18][CH:17]=1)[C:11]([O:13][CH3:14])=[O:12].CO[C:26]1[CH:33]=[CH:32][C:29]([CH2:30]Cl)=[CH:28][CH:27]=1.O>CN(C=O)C>[CH3:14][O:13][C:11](=[O:12])[C:10](=[CH:15][C:16]1[CH:17]=[CH:18][C:19]([O:22][CH2:30][C:29]2[CH:32]=[CH:33][CH:26]=[C:27]([O:4][CH3:1])[CH:28]=2)=[CH:20][CH:21]=1)[C:9]([O:8][CH3:7])=[O:23] |f:0.1.2|. Reported procedure: K2CO3 was added to a solution of 4-hydroxybenzylidene-malonic acid dimethyl ester (6.95 mmol) and 4-methyoxybenzyl chloride (7.64 mmol) in DMF (15 ml). It was stirred at room temperature overnight. The reaction was poured into water, and the product was extracted with ethyl acetate twice. The organic layer was washed with water and saturated brine, dried over Na2SO4, and concentrated in vacuo. The resulting residue was purified using silica gel column chromatography (hexane/ethyl acetate=2/1) to... Starting materials: BrC(=C)CBr (2,3-dibromo-1-propene), C1(=CC=CC=C1)CC=O (phenylacetaldehyde), Cl (hydrochloric acid). Reagents/catalysts: [Zn] (zinc), [Zn] (zinc). Solvent: C1(=CC=CC=C1)C (toluene). Yields the product BrC(=C)CC(CC1=CC=CC=C1)O (2-bromo-5-phenyl-1-penten-4-ol). Reaction SMILES: [Br:1][C:2]([CH2:4]Br)=[CH2:3].[C:6]1([CH2:12][CH:13]=[O:14])[CH:11]=[CH:10][CH:9]=[CH:8][CH:7]=1.Cl>[Zn].C1(C)C=CC=CC=1>[Br:1][C:2]([CH2:4][CH:13]([OH:14])[CH2:12][C:6]1[CH:11]=[CH:10][CH:9]=[CH:8][CH:7]=1)=[CH2:3]. Procedure: 49.93 Grams of 2,3-dibromo-1-propene were added dropwise to a mixture of 20.00 g of phenylacetaldehyde, 40 g of toluene, 60 g of 0.01% hydrochloric acid and 16.33 g of zinc powder at 30° C., and the mixture was allowed to react at the same temperature for 3 hours. After the reaction was completed zinc-derived insolubles were filtered off, and the resultant filtrate was separated. The organic phase was washed with a 7% sodium carbonate aqueous solution, and the toluene was distilled off under red... The reactants are CC(=O)OC(C)=O, ClCCl, CC1CCC(C(=O)O)C(O)C1, c1ccncc1. The product is CC(=O)OC1CC(C)CCC1C(=O)O. As a reaction SMILES: [CH3:18][C:19](=[O:20])[O:21][C:22](=[O:23])[CH3:24].[Cl:25][CH2:26][Cl:27].[OH:1][CH:2]1[CH:3]([C:9](=[O:10])[OH:11])[CH2:4][CH2:5][CH:6]([CH3:8])[CH2:7]1.[cH:12]1[cH:13][cH:14][n:15][cH:16][cH:17]1>>[O:1]([CH:2]1[CH:3]([C:9](=[O:10])[OH:11])[CH2:4][CH2:5][CH:6]([CH3:8])[CH2:7]1)[C:19]([CH3:18])=[O:20]. Reactants: OCCN1C(=NCC1)C=CCCCCCCCCCCCCCCC (1-(2-hydroxyethyl)-2-heptadecenyl imidazoline), OCCC(CCCCCCC\C=C/CCCCCCCCN)CCO (bis(2-hydroxyethyl) oleylamine), B(O)(O)O (boric acid). The solvent is C1(=CC=CC=C1)C (toluene). Yields the product OCCN1C(=NCC1)C=CCCCCCCCCCCCCCCC.OCCN(CCCCCCCC\C=C/CCCCCCCC)CCO (Bis(2-hydroxyethyl) Oleylamine 1-(2-Hydroxyethyl)-2-Heptadecenyl Imidazoline). Reaction SMILES: [OH:1][CH2:2][CH2:3][N:4]1[CH2:8][CH2:7][N:6]=[C:5]1[CH:9]=[CH:10][CH2:11][CH2:12][CH2:13][CH2:14][CH2:15][CH2:16][CH2:17][CH2:18][CH2:19][CH2:20][CH2:21][CH2:22][CH2:23][CH2:24][CH3:25].[OH:26]CCC(CCO)CCCCCCC/C=C\CCCCCCCCN.B(O)(O)O>C1(C)C=CC=CC=1>[OH:1][CH2:2][CH2:3][N:4]1[CH2:8][CH2:7][N:6]=[C:5]1[CH:9]=[CH:10][CH2:11][CH2:12][CH2:13][CH2:14][CH2:15][CH2:16][CH2:17][CH2:18][CH2:19][CH2:20][CH2:21][CH2:22][CH2:23][CH2:24][CH3:25].[OH:1][CH2:2][CH2:3][N:4]([CH2:8][CH2:7][OH:26])[CH2:5][CH2:9][CH2:10][CH2:11][CH2:12][CH2:13][CH2:14][CH2:15]/[CH:16]=[CH:17]\[CH2:18][CH2:19][CH2:20][CH2:21][CH2:22][CH2:23][CH2:24][CH3:25] |f:4.5|. Procedure: Approximately 170 g of 1-(2-hydroxyethyl)-2-heptadecenyl imidazoline, 170 g bis(2-hydroxyethyl) oleylamine, 150 g toluene solvent and 62 g boric acid were heated to reflux in a reactor equipped as described in Example 2. Approximately 47 ml water was removed by azeotropic distillation at temperatures up to 175° C. over a period of about 5 hours. The solvent was removed by azeotropic distillation and the borated product was filtered hot through diatomaceous earth to yield a clean, brown, liquid p... Reactants: C(C1=CC=CC=C1)OC(=O)N1[C@H](C(=O)N2[C@@H](CCC2)C(CS(=O)C2=CC=CC=C2)O)CCC1 ((2S)-1-(N-Benzyloxycarbonyl-L-prolyl)-2-[1-hydroxy-2-(phenylsulfinyl)ethyl]pyrrolidine), CS(=O)C.C1CCC(CC1)N=C=NC2CCCCC2 (DMSO DCC). The product is C(C1=CC=CC=C1)OC(=O)N1[C@H](C(=O)N2[C@@H](CCC2)C(CS(=O)C2=CC=CC=C2)=O)CCC1 ((2S)-1-(N-benzyloxycarbonyl-L-prolyl)-2-[(phenylsulfinyl)acetyl]-pyrrolidine). The yield is 79.4%. As a reaction SMILES: [CH2:1]([O:8][C:9]([N:11]1[CH2:33][CH2:32][CH2:31][C@H:12]1[C:13]([N:15]1[CH2:19][CH2:18][CH2:17][C@H:16]1[CH:20]([OH:30])[CH2:21][S:22]([C:24]1[CH:29]=[CH:28][CH:27]=[CH:26][CH:25]=1)=[O:23])=[O:14])=[O:10])[C:2]1[CH:7]=[CH:6][CH:5]=[CH:4][CH:3]=1.CS(C)=O.C1CCC(N=C=NC2CCCCC2)CC1>>[CH2:1]([O:8][C:9]([N:11]1[CH2:33][CH2:32][CH2:31][C@H:12]1[C:13]([N:15]1[CH2:19][CH2:18][CH2:17][C@H:16]1[C:20](=[O:30])[CH2:21][S:22]([C:24]1[CH:29]=[CH:28][CH:27]=[CH:26][CH:25]=1)=[O:23])=[O:14])=[O:10])[C:2]1[CH:7]=[CH:6][CH:5]=[CH:4][CH:3]=1 |f:1.2|. Procedure details: (2S)-1-(N-Benzyloxycarbonyl-L-prolyl)-2-[1-hydroxy-2-(phenylsulfinyl)ethyl]pyrrolidine (850 mg) was subjected to DMSO-DCC oxidation as in Example 1-D) to give 672 mg of (2S)-1-(N-benzyloxycarbonyl-L-prolyl)-2-[(phenylsulfinyl)acetyl]-pyrrolidine (See Table 1). Starting materials: CC1COCCN1c1cc(COS(C)(=O)=O)nc(-c2ccc(NC(=O)Nc3ccccc3)cc2)n1, ClCCl, Nc1ccccc1. Product: CC1COCCN1c1cc(CNc2ccccc2)nc(-c2ccc(NC(=O)Nc3ccccc3)cc2)n1. Reaction SMILES: [CH3:1][CH:2]1[CH2:3][O:4][CH2:5][CH2:6][N:7]1[c:8]1[n:9][c:10](-[c:20]2[cH:21][cH:22][c:23]([NH:26][C:27](=[O:28])[NH:29][c:30]3[cH:31][cH:32][cH:33][cH:34][cH:35]3)[cH:24][cH:25]2)[n:11][c:12]([CH2:14][O:15][S:16]([CH3:17])(=[O:18])=[O:19])[cH:13]1.[Cl:43][CH2:44][Cl:45].[NH2:36][c:37]1[cH:38][cH:39][cH:40][cH:41][cH:42]1>>[CH3:1][CH:2]1[CH2:3][O:4][CH2:5][CH2:6][N:7]1[c:8]1[n:9][c:10](-[c:20]2[cH:21][cH:22][c:23]([NH:26][C:27](=[O:28])[NH:29][c:30]3[cH:31][cH:32][cH:33][cH:34][cH:35]3)[cH:24][cH:25]2)[n:11][c:12]([CH2:14][NH:36][c:37]2[cH:38][cH:39][cH:40][cH:41][cH:42]2)[cH:13]1. The reactants are O (water), ClC1=CC=C(C=C1)C=1NC(=CC1[N+](=O)[O-])SC(F)(F)F (2-(p-chlorophenyl)-3-nitro-5-[(trifluoromethyl)thio]pyrrole), C(C)(=O)[O-].[Na+] (sodium acetate), BrBr (bromine). The solvent is C(C)(=O)O (acetic acid), C(C)(=O)O (acetic acid). Conditions: time 1 hour. The product is ethyl acetate hexanes, BrC1=C(NC(=C1[N+](=O)[O-])C1=CC=C(C=C1)Cl)SC(F)(F)F (3 -Bromo-5-(p-chlorophenyl)-4-nitro-2-[(trifluoromethyl)thio]pyrrole). The yield is 56.6%. As a reaction SMILES: [Cl:1][C:2]1[CH:7]=[CH:6][C:5]([C:8]2[NH:9][C:10]([S:16][C:17]([F:20])([F:19])[F:18])=[CH:11][C:12]=2[N+:13]([O-:15])=[O:14])=[CH:4][CH:3]=1.C([O-])(=O)C.[Na+].[Br:26]Br.O>C(O)(=O)C>[Br:26][C:11]1[C:12]([N+:13]([O-:15])=[O:14])=[C:8]([C:5]2[CH:4]=[CH:3][C:2]([Cl:1])=[CH:7][CH:6]=2)[NH:9][C:10]=1[S:16][C:17]([F:18])([F:20])[F:19] |f:1.2|. Procedure: A solution of 2-(p-chlorophenyl)-3-nitro-5-[(trifluoromethyl)thio]pyrrole (0.35 g, 0.0011 mol) and sodium acetate (0.11 g, 0.0013 mol) in acetic acid is treated with a solution of bromine (0.21 g, 0.0013 mol) in acetic acid, stirred for one hour, poured into water and extracted with ethyl acetate. The combined organic extracts are washed with water and brine, dried over anhydrous magnesium sulfate and concentrated in vacuo to obtain a residue. Flash chromatography of the residue using silica gel... Reactants: Cc1cc(Br)cc(C)c1Oc1cc(Nc2ccc(C#N)cc2)c([N+](=O)[O-])cc1[N+](=O)[O-], Cc1cc(C#N)cc(C)c1O. Product: Cc1cc(C#N)cc(C)c1Oc1cc(Nc2ccc(C#N)cc2)c([N+](=O)[O-])cc1[N+](=O)[O-]. Reaction SMILES: [C:1](#[N:2])[c:3]1[cH:4][cH:5][c:6]([NH:9][c:10]2[c:11]([N+:29](=[O:30])[O-:31])[cH:12][c:13]([N+:26](=[O:27])[O-:28])[c:14]([O:16][c:17]3[c:18]([CH3:25])[cH:19][c:20]([Br:24])[cH:21][c:22]3[CH3:23])[cH:15]2)[cH:7][cH:8]1.[CH3:32][c:33]1[cH:34][c:35]([C:39]#[N:40])[cH:36][c:37]([CH3:38])[c:41]1[OH:42]>>[C:1](#[N:2])[c:3]1[cH:4][cH:5][c:6]([NH:9][c:10]2[c:11]([N+:29](=[O:30])[O-:31])[cH:12][c:13]([N+:26](=[O:27])[O-:28])[c:14]([O:16][c:17]3[c:18]([CH3:25])[cH:19][c:20]([C:39]#[N:40])[cH:21][c:22]3[CH3:23])[cH:15]2)[cH:7][cH:8]1.